This data is from the Open Reaction Database (ORD), a public repository of structured organic reaction records. The task is: describe an organic reaction: reactants, conditions, products, and yield Reaction SMILES: [Cl:1][CH:2]([CH3:28])[CH:3]([NH:15][C:16]([CH:18]1[CH2:24][CH2:23][CH:22]([CH2:25][CH2:26][CH3:27])[CH2:21][CH2:20][NH:19]1)=[O:17])[CH:4]1[CH:9]([OH:10])[CH:8]([OH:11])[CH:7]([OH:12])[CH:6]([S:13][CH3:14])[O:5]1.[N+](C1C=CC([O:38][C:39](=O)[O:40][CH2:41][C:42]2[O:43][C:44](=[O:48])[O:45][C:46]=2[CH3:47])=CC=1)([O-])=O>CN(C=O)C>[CH3:47][C:46]1[O:45][C:44](=[O:48])[O:43][C:42]=1[CH2:41][O:40][C:39]([N:19]1[CH2:20][CH2:21][CH:22]([CH2:25][CH2:26][CH3:27])[CH2:23][CH2:24][CH:18]1[C:16](=[O:17])[NH:15][CH:3]([CH:4]1[CH:9]([OH:10])[CH:8]([OH:11])[CH:7]([OH:12])[CH:6]([S:13][CH3:14])[O:5]1)[CH:2]([Cl:1])[CH3:28])=[O:38]. Reported procedure: The title compound from example 47 (54 mg, 0.12 mmol) was dissolved in dry DMF (5 mL), then solid KHCO3 (25 mg, 0.25 mmol) and carbonic acid 5-methyl-2-oxo-[1,3]dioxol-4-ylmethyl ester 4-nitro-phenyl ester (40 mg, 0.14 mmol prepared as described in F. Sakamoto, et. al, Chem. Pharm. Bull. 1984, 32 (6), 2241-2348) were added. The resulting mixture was stirred for 16 h, and the solvents were removed under reduced pressure, then the residue was purified by chromatography on silica with 5% MeOH/DCM t... Starting materials: KHCO3, [N+](=O)([O-])C1=CC=C(C=C1)OC(OCC=1OC(OC1C)=O)=O (carbonic acid 5-methyl-2-oxo-[1,3]dioxol-4-ylmethyl ester 4-nitro-phenyl ester), ClC(C(C1OC(C(C(C1O)O)O)SC)NC(=O)C1NCCC(CC1)CCC)C (5-Propyl-azepane-2-carboxylic acid [2-chloro-1-(3,4,5-trihydroxy-6-methylsulfanyl-tetrahydro-pyran-2-yl)-propyl]-amide). The product is CC1=C(OC(O1)=O)COC(=O)N1C(CCC(CC1)CCC)C(NC(C(C)Cl)C1OC(C(C(C1O)O)O)SC)=O (2-[2-Chloro-1-(3,4,5-trihydroxy-6-methylsulfanyl-tetrahydro-pyran-2-yl)-propylcarbamoyl]-5-propyl-azepane-1-carboxylic acid 5-methyl-2-oxo-[1,3]dioxol-4-ylmethyl ester). Isolated yield 33.6%. Solvent: CN(C)C=O (DMF). Run at time 16 hour.